This data is from the Open Reaction Database (ORD), a public repository of structured organic reaction records. The task is: describe an organic reaction: reactants, conditions, products, and yield Starting materials: O (water), Cl (HCl), COC(=O)C=1C(=C2C=C(C(N(C2=C(N1)Br)CC1=CC=CC=C1)=O)CC1=CC=CC=C1)O (1,3-dibenzyl-8-bromo-5-hydroxy-2-oxo-1,2-dihydro-[1,7]naphthyridine-6-carboxylic acid methyl ester), C(#N)[Cu] (CuCN). Solvent: C(Cl)Cl (CH2Cl2), CN(C)C=O (DMF). Product: COC(=O)C=1C(=C2C=C(C(N(C2=C(N1)C#N)CC1=CC=CC=C1)=O)CC1=CC=CC=C1)O (1,3-Dibenzyl-8-cyano-5-hydroxy-2-oxo-1,2-dihydro-[1,7]naphthyridine-6-carboxylic acid methyl ester). Isolated yield 51.9%. Reaction SMILES: [CH3:1][O:2][C:3]([C:5]1[C:6]([OH:31])=[C:7]2[C:12](=[C:13](Br)[N:14]=1)[N:11]([CH2:16][C:17]1[CH:22]=[CH:21][CH:20]=[CH:19][CH:18]=1)[C:10](=[O:23])[C:9]([CH2:24][C:25]1[CH:30]=[CH:29][CH:28]=[CH:27][CH:26]=1)=[CH:8]2)=[O:4].[C:32]([Cu])#[N:33].O.Cl>CN(C=O)C.C(Cl)Cl>[CH3:1][O:2][C:3]([C:5]1[C:6]([OH:31])=[C:7]2[C:12](=[C:13]([C:32]#[N:33])[N:14]=1)[N:11]([CH2:16][C:17]1[CH:22]=[CH:21][CH:20]=[CH:19][CH:18]=1)[C:10](=[O:23])[C:9]([CH2:24][C:25]1[CH:30]=[CH:29][CH:28]=[CH:27][CH:26]=1)=[CH:8]2)=[O:4]. Procedure details: A mixture of 1,3-dibenzyl-8-bromo-5-hydroxy-2-oxo-1,2-dihydro-[1,7]naphthyridine-6-carboxylic acid methyl ester (114 mg, 0.24 mmol) and CuCN (43 mg, 0.48 mmol) in 5 mL of DMF was refluxed for 40 min. After the mixture was cooled to r.t., it was poured into a mixture of water and CH2Cl2. 4M HCl was added with vigorous stirring until both layers became homogeneous. The aqueous layer was extracted with additional CH2Cl2, and the combined organic layer was washed with water and dried over MgSO4. Aft... Starting materials: C(C)(C)(C)N=NC(CCC(=O)O)(C)C#N (4-t-Butylazo-4-cyanovaleric Acid), ice water, OS(=O)(=O)O (H2SO4). Reaction conditions: time 4 hour. Yields the product C(C)(C)(C)N=NC(CCC(=O)O)(C)C(N)=O (4-t-Butylazo-4-carbamylvaleric Acid). Yield: 66.0%. RXN SMILES: [C:1]([N:5]=[N:6][C:7]([C:14]#[N:15])([CH3:13])[CH2:8][CH2:9][C:10]([OH:12])=[O:11])([CH3:4])([CH3:3])[CH3:2].[OH:16]S(O)(=O)=O>>[C:1]([N:5]=[N:6][C:7]([C:14](=[O:16])[NH2:15])([CH3:13])[CH2:8][CH2:9][C:10]([OH:12])=[O:11])([CH3:4])([CH3:2])[CH3:3]. Procedure: To 20 ml of 95% H2SO4 cooled to -10°C in a 50 ml round bottom flask immersed in an ice-salt bath, was added 6.0 grams (0.0284 moles) of 4-t-butylazo-4-cyanovaleric acid (from Example X) in small portions over one-half hour holding the temperature at -10°C. After the addition was complete, the mixture was stirred for an additional 4 hours at -5° to -10°C. After 3 hours, the reaction mixture was poured into 75 ml of ice water and the product extracted with 50 ml of methylene chloride. The methylen... Reactants: C(CCC)(=O)C=1C=NC2=C(C=CC=C2C1Cl)OCCSC (3-butyryl-4-chloro-8-(2-methylthioethoxy)quinoline), C(C)C1=C(N)C=CC=C1 (2-ethylaniline). Run in C(C)#N (acetonitrile). Product: C(CCC)(=O)C=1C=NC2=C(C=CC=C2C1NC1=C(C=CC=C1)CC)OCCSC (3-butyryl-4-(2-ethylphenylamino)-8-(2-methylthioethoxy)quinoline). The yield is 69.4%. Reaction SMILES: [C:1]([C:6]1[CH:7]=[N:8][C:9]2[C:14]([C:15]=1Cl)=[CH:13][CH:12]=[CH:11][C:10]=2[O:17][CH2:18][CH2:19][S:20][CH3:21])(=[O:5])[CH2:2][CH2:3][CH3:4].[CH2:22]([C:24]1[CH:30]=[CH:29][CH:28]=[CH:27][C:25]=1[NH2:26])[CH3:23]>C(#N)C>[C:1]([C:6]1[CH:7]=[N:8][C:9]2[C:14]([C:15]=1[NH:26][C:25]1[CH:27]=[CH:28][CH:29]=[CH:30][C:24]=1[CH2:22][CH3:23])=[CH:13][CH:12]=[CH:11][C:10]=2[O:17][CH2:18][CH2:19][S:20][CH3:21])(=[O:5])[CH2:2][CH2:3][CH3:4]. Procedure: A mixture of 3-butyryl-4-chloro-8-(2-methylthioethoxy)quinoline (3.69 g, 9.84 mmol) and 2-ethylaniline (1.55 g, 12.8 mmol) in acetonitrile (20 ml) was refluxed for 6 h. The solution was evaporated. Chromatography (SiO2 ; CH2Cl2 : MeOH 97:3) gave 2.79 g (69%) of the desired product. The reactants are BrC1=CC(=C2C=NN(C2=C1)CC)NC(=O)C1=NC(=CC=C1)C (N-(6-Bromo-1-ethyl-1H-indazol-4-yl)-6-methyl-2-pyridinecarboxamide), CC1(OB(OC1(C)C)C1=C2C=CNC2=CC=C1)C (4-(4,4,5,5-tetramethyl-1,3,2-dioxaborolan-2-yl)-1H-indole), C([O-])([O-])=O.[Na+].[Na+] (sodium carbonate). The reagents and catalysts are C1=CC=C(C=C1)P([C-]2C=CC=C2)C3=CC=CC=C3.C1=CC=C(C=C1)P([C-]2C=CC=C2)C3=CC=CC=C3.Cl[Pd]Cl.[Fe+2] (Pd(dppf)Cl2). Solvent: O1CCOCC1 (1,4-dioxane). Reaction conditions: temperature 150 celsius. Yields the product C(C)N1N=CC2=C(C=C(C=C12)C1=C2C=CNC2=CC=C1)NC(=O)C1=NC(=CC=C1)C (N-[1-Ethyl-6-(1H-indol-4-yl)-1H-indazol-4-yl]-6-methyl-2-pyridinecarboxamide). Yield: 45.2%. Reaction SMILES: Br[C:2]1[CH:10]=[C:9]2[C:5]([CH:6]=[N:7][N:8]2[CH2:11][CH3:12])=[C:4]([NH:13][C:14]([C:16]2[CH:21]=[CH:20][CH:19]=[C:18]([CH3:22])[N:17]=2)=[O:15])[CH:3]=1.CC1(C)C(C)(C)OB([C:31]2[CH:39]=[CH:38][CH:37]=[C:36]3[C:32]=2[CH:33]=[CH:34][NH:35]3)O1.C(=O)([O-])[O-].[Na+].[Na+]>C1C=CC(P(C2C=CC=CC=2)[C-]2C=CC=C2)=CC=1.C1C=CC(P(C2C=CC=CC=2)[C-]2C=CC=C2)=CC=1.Cl[Pd]Cl.[Fe+2].O1CCOCC1>[CH2:11]([N:8]1[C:9]2[C:5](=[C:4]([NH:13][C:14]([C:16]3[CH:21]=[CH:20][CH:19]=[C:18]([CH3:22])[N:17]=3)=[O:15])[CH:3]=[C:2]([C:31]3[CH:39]=[CH:38][CH:37]=[C:36]4[C:32]=3[CH:33]=[CH:34][NH:35]4)[CH:10]=2)[CH:6]=[N:7]1)[CH3:12] |f:2.3.4,5.6.7.8|. Procedure: N-(6-Bromo-1-ethyl-1H-indazol-4-yl)-6-methyl-2-pyridinecarboxamide (50 mg, 0.14 mmol), 4-(4,4,5,5-tetramethyl-1,3,2-dioxaborolan-2-yl)-1H-indole (available from Frontier Scientific, 38 mg, 0.17 mmol), Pd(dppf)Cl2 (23 mg), aqueous sodium carbonate (2M, 0.272 ml) and 1,4-dioxane (2 ml) were combined and heated at 150° C. for 10 mins under microwave conditions. The reaction was extracted into DCM (2×20 ml) and the combined organic layers were evaporated to dryness, before purification by Mass Direc...